Task: describe an organic reaction: reactants, conditions, products, and yield. Dataset: the Open Reaction Database (ORD), a public repository of structured organic reaction records The reactants are C(C)(C)N1CC(NCC1)=O (4-isopropyl-piperazin-2-one), [H-].[Na+] (NaH), C(C)(C)(C)OC(N(C)CC1=C(C=CC(=C1)CCl)OC1=CC(=C(C=C1)Cl)Cl)=O ([5-chloromethyl-2-(3,4-dichloro-phenoxy)-benzyl]-methyl-carbamic acid tert-butyl ester). Solvent: CN(C)C=O (DMF), CN(C)C=O (DMF). Run at time 30 minute. Product: C(C)(C)(C)OC(N(C)CC1=C(C=CC(=C1)CN1C(CN(CC1)C(C)C)=O)OC1=CC(=C(C=C1)Cl)Cl)=O ([2-(3,4-Dichloro-phenoxy)-5-(4-isopropyl-2-oxo-piperazin-1-ylmethyl)-benzyl]-methyl-carbamic acid tert-butyl ester). Isolated yield 79.6%. As a reaction SMILES: [CH:1]([N:4]1[CH2:9][CH2:8][NH:7][C:6](=[O:10])[CH2:5]1)([CH3:3])[CH3:2].[H-].[Na+].[C:13]([O:17][C:18](=[O:39])[N:19]([CH2:21][C:22]1[CH:27]=[C:26]([CH2:28]Cl)[CH:25]=[CH:24][C:23]=1[O:30][C:31]1[CH:36]=[CH:35][C:34]([Cl:37])=[C:33]([Cl:38])[CH:32]=1)[CH3:20])([CH3:16])([CH3:15])[CH3:14]>CN(C=O)C>[C:13]([O:17][C:18](=[O:39])[N:19]([CH2:21][C:22]1[CH:27]=[C:26]([CH2:28][N:7]2[CH2:8][CH2:9][N:4]([CH:1]([CH3:3])[CH3:2])[CH2:5][C:6]2=[O:10])[CH:25]=[CH:24][C:23]=1[O:30][C:31]1[CH:36]=[CH:35][C:34]([Cl:37])=[C:33]([Cl:38])[CH:32]=1)[CH3:20])([CH3:16])([CH3:14])[CH3:15] |f:1.2|. Procedure details: To a solution of 4-isopropyl-piperazin-2-one (32 mg, 0.22 mmol) in DMF (2.2 mL) at 0° C. was added NaH (90%, 11 mg). After 30 min, a solution of [5-chloromethyl-2-(3,4-dichloro-phenoxy)-benzyl]-methyl-carbamic acid tert-butyl ester (96 mg, 0.22 mmol) in DMF (2.2 mL) was added and the reaction was allowed to come to rt and stir overnight. The mixture was quenched with satd. aq. NaHCO3 and extracted with DCM. The combined organic layers were dried (Na2SO4) and concentrated. The crude product was p... Reactants: C(C)(=O)NC1=CC2=C(C(CN(CC2)C)C2=CC=CC=C2)S1 (2-acetamido-6-methyl-8-phenyl-5,6,7,8-tetrahydro-4H-thieno[2,3-d]azepine), Cl (hydrochloric acid). Product: Cl.Cl.CN1CC(C2=C(CC1)C=C(S2)N)C2=CC=CC=C2 (6-Methyl-8-phenyl-5,6,7,8-tetrahydro-4H-thieno[2,3-d]azepine-2-amine dihydrochloride). Reaction SMILES: C([NH:4][C:5]1[S:21][C:8]2[CH:9]([C:15]3[CH:20]=[CH:19][CH:18]=[CH:17][CH:16]=3)[CH2:10][N:11]([CH3:14])[CH2:12][CH2:13][C:7]=2[CH:6]=1)(=O)C.[ClH:22]>>[ClH:22].[ClH:22].[CH3:14][N:11]1[CH2:12][CH2:13][C:7]2[CH:6]=[C:5]([NH2:4])[S:21][C:8]=2[CH:9]([C:15]2[CH:20]=[CH:19][CH:18]=[CH:17][CH:16]=2)[CH2:10]1 |f:2.3.4|. Procedure details: A mixture of 2-acetamido-6-methyl-8-phenyl-5,6,7,8-tetrahydro-4H-thieno[2,3-d]azepine (10 mg) and 5M hydrochloric acid (2.0 ml) was heated to 90° for 30 minutes. The mixture was basified and extracted with dichloromethane (2×5 ml). The extracts were dried, filtered and evaporated to a yellow oil. This was immediately converted to the title product by dissolving in ethanolic hydrogen chloride and evaporating. Reactants: [H-].[H-].[H-].[H-].[Li+].[Al+3] (LAH), C(C1=CC=CC=C1)OC(C1=C(C=CC(=C1)F)OCC1=CC=CC=C1)=O (2-benzyloxy-5-fluoro-benzoic acid benzyl ester). The product is C(C1=CC=CC=C1)OC1=C(CO)C=C(C=C1)F (2-Benzyloxy-5-fluoro benzyl alcohol). Yield: 81.8%. As a reaction SMILES: [H-].[H-].[H-].[H-].[Li+].[Al+3].C([O:14][C:15](=O)[C:16]1[CH:21]=[C:20]([F:22])[CH:19]=[CH:18][C:17]=1[O:23][CH2:24][C:25]1[CH:30]=[CH:29][CH:28]=[CH:27][CH:26]=1)C1C=CC=CC=1>>[CH2:24]([O:23][C:17]1[CH:18]=[CH:19][C:20]([F:22])=[CH:21][C:16]=1[CH2:15][OH:14])[C:25]1[CH:26]=[CH:27][CH:28]=[CH:29][CH:30]=1 |f:0.1.2.3.4.5|. Procedure: LAH (226 mg, 5.95 mmol) was added to a solution of 2-benzyloxy-5-fluoro-benzoic acid benzyl ester (2 g, 5.95 mmol) at 0° C. The reaction was warmed to room temperature and after 1 hour, the reaction was quenched by the sequential addition of water (226 μL), 15% NaOH (226 μL), and water (760 μL), the mixture was diluted with ethyl acetate and dried with MgSO4, filtered and concentrated. The residue was purified by flash chromatography (10% ethyl acetate/hexanes) to afford 1.13 g (82%) of the titl... Starting materials: CCI, CN(C)C=O, O=C1NCN(c2cccc(F)c2)c2ncccc21, [H-], [Na+], O. The product is CCN1CN(c2cccc(F)c2)c2ncccc2C1=O. Reaction SMILES: [CH2:26]([CH3:27])[I:28].[CH3:19][N:20]([CH3:21])[CH:22]=[O:23].[F:1][c:2]1[cH:3][c:4]([N:8]2[CH2:9][NH:10][C:11](=[O:18])[c:12]3[c:13]2[n:14][cH:15][cH:16][cH:17]3)[cH:5][cH:6][cH:7]1.[H-:24].[Na+:25].[OH2:29]>>[F:1][c:2]1[cH:3][c:4]([N:8]2[CH2:9][N:10]([CH2:26][CH3:27])[C:11](=[O:18])[c:12]3[c:13]2[n:14][cH:15][cH:16][cH:17]3)[cH:5][cH:6][cH:7]1. The reactants are CC(C)(C)O, N#CC1CNCCN1, [Na+], [OH-], O, O=S(=O)(O)O, O=S(=O)(O)O. Yields the product CC(C)(C)NC(=O)C1CNCCN1. As a reaction SMILES: [C:14]([CH3:15])([CH3:16])([CH3:17])[OH:18].[C:6](#[N:7])[CH:8]1[NH:9][CH2:10][CH2:11][NH:12][CH2:13]1.[Na+:21].[OH-:20].[OH2:19].[S:1]([OH:2])([OH:3])(=[O:4])=[O:5].[S:22](=[O:23])(=[O:24])([OH:25])[OH:26]>>[C:6]([NH:7][C:14]([CH3:15])([CH3:16])[CH3:17])([CH:8]1[NH:9][CH2:10][CH2:11][NH:12][CH2:13]1)=[O:19]. Reactants: Cl, CN1CC(=O)c2c(ccn2CCCCN2CCN(c3ccc(F)cc3)CC2)S1(=O)=O, NO, c1ccncc1. Yields the product CN1CC(=NO)c2c(ccn2CCCCN2CCN(c3ccc(F)cc3)CC2)S1(=O)=O. As a reaction SMILES: [ClH:31].[F:1][c:2]1[cH:3][cH:4][c:5]([N:8]2[CH2:9][CH2:10][N:11]([CH2:14][CH2:15][CH2:16][CH2:17][n:18]3[cH:19][cH:20][c:21]4[c:22]3[C:23](=[O:30])[CH2:24][N:25]([CH3:29])[S:26]4(=[O:27])=[O:28])[CH2:12][CH2:13]2)[cH:6][cH:7]1.[NH2:32][OH:33].[cH:34]1[cH:35][cH:36][n:37][cH:38][cH:39]1>>[F:1][c:2]1[cH:3][cH:4][c:5]([N:8]2[CH2:9][CH2:10][N:11]([CH2:14][CH2:15][CH2:16][CH2:17][n:18]3[cH:19][cH:20][c:21]4[c:22]3[C:23](=[N:32][OH:33])[CH2:24][N:25]([CH3:29])[S:26]4(=[O:27])=[O:28])[CH2:12][CH2:13]2)[cH:6][cH:7]1. Reactants: COC(=O)C=1C(=C2C=NN(C2=CC1)S(=O)(=O)C1=CC=C(C=C1)C)NC1=C(C=C(C=C1)[Si](C)(C)C)F (4-(2-fluoro-4-trimethylsilanylphenylamino)-1-(toluene-4-sulfonyl)-1H-indazole-5-carboxylic acid methyl ester), ICl (iodine monochloride). The solvent is C(Cl)Cl (DCM), C(Cl)Cl (DCM). Run at temperature 0 celsius, time 30 minute. Product: COC(=O)C=1C(=C2C=NN(C2=CC1)S(=O)(=O)C1=CC=C(C=C1)C)NC1=C(C=C(C=C1)I)F (4-(2-Fluoro-4-iodophenylamino)-1-(toluene-4-sulfonyl)-1H-indazole-5-carboxylic acid methyl ester). Yield: 83.0%. Reaction SMILES: [CH3:1][O:2][C:3]([C:5]1[C:6]([NH:24][C:25]2[CH:30]=[CH:29][C:28]([Si](C)(C)C)=[CH:27][C:26]=2[F:35])=[C:7]2[C:11](=[CH:12][CH:13]=1)[N:10]([S:14]([C:17]1[CH:22]=[CH:21][C:20]([CH3:23])=[CH:19][CH:18]=1)(=[O:16])=[O:15])[N:9]=[CH:8]2)=[O:4].[I:36]Cl>C(Cl)Cl>[CH3:1][O:2][C:3]([C:5]1[C:6]([NH:24][C:25]2[CH:30]=[CH:29][C:28]([I:36])=[CH:27][C:26]=2[F:35])=[C:7]2[C:11](=[CH:12][CH:13]=1)[N:10]([S:14]([C:17]1[CH:22]=[CH:21][C:20]([CH3:23])=[CH:19][CH:18]=1)(=[O:16])=[O:15])[N:9]=[CH:8]2)=[O:4]. Reported procedure: To a solution of 4-(2-fluoro-4-trimethylsilanylphenylamino)-1-(toluene-4-sulfonyl)-1H-indazole-5-carboxylic acid methyl ester (0.56 g, 1.1 mmol) in DCM (3 mL) at 0° C. was added a solution of iodine monochloride in DCM (2.2 mL, 1M, 2.2 mmol). The reaction mixture was stirred at 0° C. for 30 minutes. The reaction was quenched by the addition of water (10 mL) then diluted with saturated aqueous sodium thiosulfate solution (10 mL). The resultant mixture was extracted with ethyl acetate (3×20 mL) an... Starting materials: ClC1=C(C(=O)O)C=CC(=C1)C(=O)N[C@@H](C)C1=NC2=C(N1)C=CC(=C2)Cl (2-chloro-4-{N-[(1S)-1-(5-chloro-1H-benzimidazol-2-yl)ethyl]aminocarbonyl}benzoic acid), CN(C)C(=[N+](C)C)ON1C2=C(C=CC=C2)N=N1.[B-](F)(F)(F)F (TBTU), C(C)(C)N(CC)C(C)C (diisopropylethylamine), N1C(CNCC1)=O (piperazin-2-one), ClCl (chlorine), C21H19Cl2N5O3, ClCl (chlorine). The solvent is O1CCCC1 (tetrahydrofuran), ClCCl.C(C)O (dichloromethane ethanol). Yields the product ClC=1C=C(C(=O)N[C@@H](C)C2=NC3=C(N2)C=CC(=C3)Cl)C=CC1C(=O)N1CC(NCC1)=O (3-chloro-N-[(1S)-1-(5-chloro-1H-benzimidazol-2-yl)ethyl]-4-(3-oxopiperazin-1-ylcarbonyl)benzamide). The yield is 58.0%. Reaction SMILES: [Cl:1][C:2]1[CH:10]=[C:9]([C:11]([NH:13][C@H:14]([C:16]2[NH:20][C:19]3[CH:21]=[CH:22][C:23]([Cl:25])=[CH:24][C:18]=3[N:17]=2)[CH3:15])=[O:12])[CH:8]=[CH:7][C:3]=1[C:4]([OH:6])=O.CN(C(ON1N=NC2C=CC=CC1=2)=[N+](C)C)C.[B-](F)(F)(F)F.C(N(C(C)C)CC)(C)C.[NH:57]1[CH2:62][CH2:61][NH:60][CH2:59][C:58]1=[O:63].ClCl>O1CCCC1.ClCCl.C(O)C>[Cl:1][C:2]1[CH:10]=[C:9]([CH:8]=[CH:7][C:3]=1[C:4]([N:60]1[CH2:61][CH2:62][NH:57][C:58](=[O:63])[CH2:59]1)=[O:6])[C:11]([NH:13][C@H:14]([C:16]1[NH:20][C:19]2[CH:21]=[CH:22][C:23]([Cl:25])=[CH:24][C:18]=2[N:17]=1)[CH3:15])=[O:12] |f:1.2,7.8|. Procedure details: Prepared analogously to Example 1g from 2-chloro-4-{N-[(1S)-1-(5-chloro-1H-benzimidazol-2-yl)ethyl]aminocarbonyl}benzoic acid, TBTU, diisopropylethylamine, and piperazin-2-one in tetrahydrofuran. Yield: 58%; Rf value: 0.22 (silica gel; dichloromethane/ethanol=9:1); C21H19Cl2N5O3 (460.32); mass spectrum: (M+H)+=460/462/464 (chlorine isotope) and (M−H)−=458/460/462 (chlorine isotope). Reactants: CN1C(C(=O)OCC)CCCC1 (ethyl 1-methylpipecolinate), CN(CCO)C (N,N-dimethylethanolamine), C(CCC)[Sn](CCCC)=O (dibutyltin oxide). Conditions: temperature 145 celsius. Product: CN1C(C(=O)OCCN(C)C)CCCC1 (2-(N,N-dimethylamino)ethyl N-methylpipecolinate). As a reaction SMILES: [CH3:1][N:2]1[CH2:12][CH2:11][CH2:10][CH2:9][CH:3]1[C:4]([O:6][CH2:7][CH3:8])=[O:5].[CH3:13][N:14](C)[CH2:15]CO.C([Sn](=O)CCCC)CCC>>[CH3:1][N:2]1[CH2:12][CH2:11][CH2:10][CH2:9][CH:3]1[C:4]([O:6][CH2:7][CH2:8][N:14]([CH3:15])[CH3:13])=[O:5]. Procedure details: A mixture of 85 g (0.5 mol) of ethyl 1-methylpipecolinate, 44.6 g (0.5 mol) of N,N-dimethylethanolamine and 0.82 g of dibutyltin oxide was heated at about 145° C. for 30 hours. The ethanol by-product was collected in a Dean-Stark trap. When the rate of ethanol evolution and amount of ethanol collected showed that the reaction was essentially complete, the reaction was heated at about 180° C. until ethanol evolution ceased. The liquid product was purified by distillation at reduced pressure to pr...